Dataset: the Open Reaction Database (ORD), a public repository of structured organic reaction records. Task: describe an organic reaction: reactants, conditions, products, and yield The reactants are Nc1ccncc1S(=O)(=O)NC(=O)C1CCCC1, CN(C)C=O, O=P(Cl)(Cl)Cl. Product: O=S1(=O)N=C(C2CCCC2)Nc2ccncc21. As a reaction SMILES: [NH2:1][c:2]1[c:3]([S:8](=[O:9])(=[O:10])[NH:11][C:12](=[O:13])[CH:14]2[CH2:15][CH2:16][CH2:17][CH2:18]2)[cH:4][n:5][cH:6][cH:7]1.[O:19]=[CH:20][N:21]([CH3:22])[CH3:23].[P:24]([Cl:25])([Cl:26])([Cl:27])=[O:28]>>[NH:1]1[c:2]2[c:3]([cH:4][n:5][cH:6][cH:7]2)[S:8](=[O:9])(=[O:10])[N:11]=[C:12]1[CH:14]1[CH2:15][CH2:16][CH2:17][CH2:18]1. The reactants are CCOC(=O)CN(C)C(=O)c1cccc(NC(=C2C(=O)Nc3ccccc32)c2ccccc2)c1, CCO, [Na+], [OH-]. Product: CN(CC(=O)O)C(=O)c1cccc(NC(=C2C(=O)Nc3ccccc32)c2ccccc2)c1. RXN SMILES: [CH2:1]([CH3:2])[O:3][C:4](=[O:5])[CH2:6][N:7]([CH3:8])[C:9](=[O:10])[c:11]1[cH:12][c:13]([NH:17][C:18]([c:19]2[cH:20][cH:21][cH:22][cH:23][cH:24]2)=[C:25]2[C:26](=[O:34])[NH:27][c:28]3[cH:29][cH:30][cH:31][cH:32][c:33]32)[cH:14][cH:15][cH:16]1.[CH3:37][CH2:38][OH:39].[Na+:36].[OH-:35]>>[O:3]=[C:4]([OH:5])[CH2:6][N:7]([CH3:8])[C:9](=[O:10])[c:11]1[cH:12][c:13]([NH:17][C:18]([c:19]2[cH:20][cH:21][cH:22][cH:23][cH:24]2)=[C:25]2[C:26](=[O:34])[NH:27][c:28]3[cH:29][cH:30][cH:31][cH:32][c:33]32)[cH:14][cH:15][cH:16]1. The reactants are C=CC1=CC=CC=C1 (styrene), C[SiH](Cl)Cl (methyldichlorosilane), C1(CCCCC1)NS([O-])(=O)=O.[Na+] (sodium cyclohexylsulfamate), C=CC1=CC=CC=C1 (styrene), C1(CCCCC1)NS([O-])(=O)=O.[Na+] (sodium cyclohexylsulfamate), C=CC1=CC=CC=C1 (Styrene), C[SiH](Cl)Cl (methyldichlorosilane), divinylsiloxane. The reagents and catalysts are [Pt] (platinum). Run in C1(=CC=CC=C1)C (toluene). The product is C(CC1=CC=CC=C1)C[SiH](Cl)Cl (phenethylmethyldichlorosilane). Yield: 70.0%. RXN SMILES: [CH2:1]=[CH:2][C:3]1[CH:8]=[CH:7][CH:6]=[CH:5][CH:4]=1.[CH3:9][SiH:10]([Cl:12])[Cl:11].C1(NS(=O)(=O)[O-])CCCCC1.[Na+]>[Pt].C1(C)C=CC=CC=1>[CH2:1]([CH2:9][SiH:10]([Cl:12])[Cl:11])[CH2:2][C:3]1[CH:8]=[CH:7][CH:6]=[CH:5][CH:4]=1 |f:2.3|. Procedure details: Reaction between styrene and methyldichlorosilane with platinum catalyst in the presence of sodium cyclohexylsulfamate. 427 mg Styrene and 498 mg methyldichlorosilane were introduced into a glass tube, and 38 mg of sodium cyclohexylsulfamate were added. 1 mg Of a toluene solution of a 0-valent platinum complex of divinylsiloxane (0.4 wt % platinum content) was added. The tube was sealed and placed in a 50° C. oil bath where it was heated for 72 hours. After cooling, the tube contents were analyz... The reactants are BrC1=C(C(=CC=C1)F)Cl (1-bromo-2-chloro-3-fluoro-benzene), C(=O)([O-])[O-].[Cs+].[Cs+] (Cs2CO3), C1(=CC=CC=C1)CS (phenyl-methanethiol). Run in CN(C)C=O (DMF), CN(C)C=O (DMF), C(C)(=O)OCC.O (ethyl acetate water). Reaction conditions: time 8 hour. Product: C(C1=CC=CC=C1)SC1=C(C(=CC=C1)Br)Cl (1-Benzylsulfanyl-3-bromo-2-chloro-benzene). As a reaction SMILES: [C:1]1([CH2:7][SH:8])[CH:6]=[CH:5][CH:4]=[CH:3][CH:2]=1.C([O-])([O-])=O.[Cs+].[Cs+].[Br:15][C:16]1[CH:21]=[CH:20][CH:19]=[C:18](F)[C:17]=1[Cl:23]>CN(C=O)C.C(OCC)(=O)C.O>[CH2:7]([S:8][C:18]1[CH:19]=[CH:20][CH:21]=[C:16]([Br:15])[C:17]=1[Cl:23])[C:1]1[CH:6]=[CH:5][CH:4]=[CH:3][CH:2]=1 |f:1.2.3,6.7|. Procedure: To stirred phenyl-methanethiol (14.8 g, 119.36 mmol) in 175 ml DMF was added Cs2CO3 (38.89 g, 119.36 mmol) under argon. After 10 min 1-bromo-2-chloro-3-fluoro-benzene (25 g, 119.36 mmol) in 25 ml DMF was added and stirring was continued overnight at RT and then 3 h at 80° C. After cooling the mixture was diluted with ethyl acetate/water and washed subsequently with 1 N HCl and brine. The organic layer was dried with MgSO4, filtered and evaporated. Purification by chromatography on silica gel yie... Starting materials: BrC=1SC=CN1 (2-bromothiazole), 12.8, BrC=1SC=CN1 (2-bromothiazole), NCCN1CC(CC1)NC1=NC2=C(N1CC1=CC=C(C=C1)F)C=CC=C2 (N-[1-(2-aminoethyl)-3-pyrrolidinyl]-1-[(4-fluorophenyl)methyl]-1H-benzimidazol-2 -amine). Solvent: N1=CC=CC=C1 (pyridine). Conditions: time 8 hour. Yields the product FC1=CC=C(C=C1)CN1C(=NC2=C1C=CC=C2)NC2CN(CC2)CCNC=2SC=CN2 (1-[(4-fluorophenyl)methyl]-N-[1-[2-(2-thiazolylamino)ethyl]-3-pyrrolidinyl]-1H-benzimidazol-2-amine). Isolated yield 7.3%. RXN SMILES: Br[C:2]1[S:3][CH:4]=[CH:5][N:6]=1.[NH2:7][CH2:8][CH2:9][N:10]1[CH2:14][CH2:13][CH:12]([NH:15][C:16]2[N:20]([CH2:21][C:22]3[CH:27]=[CH:26][C:25]([F:28])=[CH:24][CH:23]=3)[C:19]3[CH:29]=[CH:30][CH:31]=[CH:32][C:18]=3[N:17]=2)[CH2:11]1>N1C=CC=CC=1>[F:28][C:25]1[CH:26]=[CH:27][C:22]([CH2:21][N:20]2[C:19]3[CH:29]=[CH:30][CH:31]=[CH:32][C:18]=3[N:17]=[C:16]2[NH:15][CH:12]2[CH2:13][CH2:14][N:10]([CH2:9][CH2:8][NH:7][C:2]3[S:3][CH:4]=[CH:5][N:6]=3)[CH2:11]2)=[CH:23][CH:24]=1. Reported procedure: A mixture of 12.8 parts of 2-bromothiazole, 22 parts of N-[1-(2-aminoethyl)-3-pyrrolidinyl]-1-[(4-fluorophenyl)methyl]-1H-benzimidazol-2 -amine and 250 parts of pyridine was stirred and refluxed for 6 hours. After cooling, 12.8 parts of 2-bromothiazole were added and stirring was continued overnight at reflux temperature. The mixture was cooled and evaporated. The residue was taken up three times in methylbenzene and the latter was evaporated each time. The residue was purified by column chromat... Reactants: BrC1=CC=CC(=N1)C(CO)N1N=NC=C1 (2-(6-bromopyridin-2-yl)-2-(1H-1,2,3-triazol-1-yl)ethanol), NC=1SC(=CC1C(=O)N)C1=C(C=C(C=C1)C(C)(C)O)F (2-amino-5-[2-fluoro-4-(1-hydroxy-1-methylethyl)phenyl]thiophene-3-carboxamide). Yields the product FC1=C(C=CC(=C1)C(C)(C)O)C1=CC(=C(S1)NC1=NC(=CC=C1)C(CO)N1N=NC=C1)C(=O)N (5-[2-Fluoro-4-(1-hydroxy-1-methylethyl)phenyl]-2-({6-[2-hydroxy-1-(1H-1,2,3-triazol-1-yl)ethyl]pyridin-2-yl}amino)thiophene-3-carboxamide). RXN SMILES: Br[C:2]1[N:7]=[C:6]([CH:8]([N:11]2[CH:15]=[CH:14][N:13]=[N:12]2)[CH2:9][OH:10])[CH:5]=[CH:4][CH:3]=1.[NH2:16][C:17]1[S:18][C:19]([C:25]2[CH:30]=[CH:29][C:28]([C:31]([OH:34])([CH3:33])[CH3:32])=[CH:27][C:26]=2[F:35])=[CH:20][C:21]=1[C:22]([NH2:24])=[O:23]>>[F:35][C:26]1[CH:27]=[C:28]([C:31]([OH:34])([CH3:32])[CH3:33])[CH:29]=[CH:30][C:25]=1[C:19]1[S:18][C:17]([NH:16][C:2]2[CH:3]=[CH:4][CH:5]=[C:6]([CH:8]([N:11]3[CH:15]=[CH:14][N:13]=[N:12]3)[CH2:9][OH:10])[N:7]=2)=[C:21]([C:22]([NH2:24])=[O:23])[CH:20]=1. Reported procedure: The title compound was synthesized from 2-(6-bromopyridin-2-yl)-2-(1H-1,2,3-triazol-1-yl)ethanol (110 mg, 0.41 mmol) and 2-amino-5-[2-fluoro-4-(1-hydroxy-1-methylethyl)phenyl]thiophene-3-carboxamide (120 mg, 0.41 mmol) according to the general procedure in Example 1. The reactants are FC1=C(C=CC(=C1)F)[C@]1(OC1)[C@H](C)O ((1S)-1-[(2R)-(2,4-difluorophenyl)-2-oxiranyl]ethanol), FC(COC1=CC=C(C=C1)N1C(NN=C1)=O)(C(F)(F)F)F (4-[4-(2,2,3,3,3-pentafluoropropoxy)phenyl]-3(2H,4H)-1,2,4-triazolone). Yields the product FC1=C(C=CC(=C1)F)[C@]1([C@@H](C)N2N=CN(C2=O)C2=CC=C(C=C2)OCC(C(F)(F)F)(F)F)CO1 (2-[(1R,2S)-2-(2,4-difluorophenyl)-2,3-epoxy-1-methylpropyl]-4-[4-(2,2,3,3,3-pentafluoropropoxy)phenyl]-3(2H,4H)-1,2,4-triazolone). The yield is 36.9%. As a reaction SMILES: [F:1][C:2]1[CH:7]=[C:6]([F:8])[CH:5]=[CH:4][C:3]=1[C@:9]1([C@@H:12](O)[CH3:13])[CH2:11][O:10]1.[F:15][C:16]([F:35])([C:31]([F:34])([F:33])[F:32])[CH2:17][O:18][C:19]1[CH:24]=[CH:23][C:22]([N:25]2[CH:29]=[N:28][NH:27][C:26]2=[O:30])=[CH:21][CH:20]=1>>[F:1][C:2]1[CH:7]=[C:6]([F:8])[CH:5]=[CH:4][C:3]=1[C@:9]1([O:10][CH2:11]1)[C@H:12]([N:27]1[C:26](=[O:30])[N:25]([C:22]2[CH:21]=[CH:20][C:19]([O:18][CH2:17][C:16]([F:15])([F:35])[C:31]([F:34])([F:33])[F:32])=[CH:24][CH:23]=2)[CH:29]=[N:28]1)[CH3:13]. Procedure: In the same manner as in Reference Example 5, starting from 0.94 g of (1S)-1-[(2R)-(2,4-difluorophenyl)-2-oxiranyl]ethanol and 1.16 g of 4-[4-(2,2,3,3,3-pentafluoropropoxy)phenyl]-3(2H,4H)-1,2,4-triazolone, 0.68 g of 2-[(1R,2S)-2-(2,4-difluorophenyl)-2,3-epoxy-1-methylpropyl]-4-[4-(2,2,3,3,3-pentafluoropropoxy)phenyl]-3(2H,4H)-1,2,4-triazolone was obtained as a colorless oil. Starting materials: CCOC(=O)C1CCC(O)CC1, C1CCOC1, O=C(NC1C2CC3CC(C2)CC1C3)c1ccc(O)cc1, CCOC(=O)N=NC(=O)OCC, c1ccc(P(c2ccccc2)c2ccccc2)cc1. The product is CCOC(=O)C1CCC(Oc2ccc(C(=O)NC3C4CC5CC(C4)CC3C5)cc2)CC1. RXN SMILES: [CH2:40]([CH3:41])[O:42][C:43](=[O:44])[CH:45]1[CH2:46][CH2:47][CH:48]([OH:51])[CH2:49][CH2:50]1.[CH2:64]1[O:65][CH2:66][CH2:67][CH2:68]1.[CH:1]12[CH:2]([NH:11][C:12]([c:13]3[cH:14][cH:15][c:16]([OH:19])[cH:17][cH:18]3)=[O:20])[CH:3]3[CH2:4][CH:5]([CH2:6][CH:7]([CH2:8]1)[CH2:9]3)[CH2:10]2.[O:52]=[C:53]([O:54][CH2:55][CH3:56])[N:57]=[N:58][C:59]([O:60][CH2:61][CH3:62])=[O:63].[c:21]1([P:22]([c:23]2[cH:24][cH:25][cH:26][cH:27][cH:28]2)[c:29]2[cH:30][cH:31][cH:32][cH:33][cH:34]2)[cH:35][cH:36][cH:37][cH:38][cH:39]1>>[CH:1]12[CH:2]([NH:11][C:12]([c:13]3[cH:14][cH:15][c:16]([O:19][CH:48]4[CH2:47][CH2:46][CH:45]([C:43]([O:42][CH2:40][CH3:41])=[O:44])[CH2:50][CH2:49]4)[cH:17][cH:18]3)=[O:20])[CH:3]3[CH2:4][CH:5]([CH2:6][CH:7]([CH2:8]1)[CH2:9]3)[CH2:10]2.